From a dataset of the Open Reaction Database (ORD), a public repository of structured organic reaction records. describe an organic reaction: reactants, conditions, products, and yield Reactants: CN1C=NC=C1C(=O)NCCN1CCOCC1 (1-Methyl-N-(2-morpholinoethyl)-1H-imidazole-5-carboxamide), N#CBr (cyanogen bromide), [Al] (aluminum). Run in C(C)#N (acetonitrile). Run at time 18 hour. Product: BrC=1N(C(=CN1)C(=O)NCCN1CCOCC1)C (2-Bromo-1-methyl-N-(2-morpholinoethyl)-1H-imidazole-5-carboxamide). As a reaction SMILES: [CH3:1][N:2]1[C:6]([C:7]([NH:9][CH2:10][CH2:11][N:12]2[CH2:17][CH2:16][O:15][CH2:14][CH2:13]2)=[O:8])=[CH:5][N:4]=[CH:3]1.N#C[Br:20].[Al]>C(#N)C>[Br:20][C:3]1[N:2]([CH3:1])[C:6]([C:7]([NH:9][CH2:10][CH2:11][N:12]2[CH2:17][CH2:16][O:15][CH2:14][CH2:13]2)=[O:8])=[CH:5][N:4]=1. Procedure details: To a solution of 115 (550 mg, 2.31 mmol) in acetonitrile (5 mL) was added cyanogen bromide (489 mg, 4.6 mmol). The reaction flask was covered with aluminum foil and the mixture was allowed to stir at room temperature for 18 h. The solvent was removed under reduced pressure and the residue was purified by column chromatography (eluents 100% EtOAc to 30% MeOH/EtOAc), to afford title compound 116 as a beige solid (230 mg (31%). MS (m/z) 317.1/319.1 (M+H). The reactants are [Si](C)(C)(C(C)(C)C)OC(COC1C(CC(CC1)O)F)C1=CC=CC=C1 (4-(2-{[tert-Butyl(dimethyl)silyl]oxy}-2-phenylethoxy)-3-fluorocyclohexanol), CS(=O)(=O)Cl (methanesulfonyl chloride), C(C)(C)N(CC)C(C)C (diisopropylethylamine). The solvent is ClCCl (dichloromethane), ClCCl (dichloromethane). Reaction conditions: time 1 minute. Product: CS(=O)(=O)OC1CC(C(CC1)OCC(C1=CC=CC=C1)O[Si](C)(C)C(C)(C)C)F (4-(2-{[tert-Butyl(dimethyl)silyl]oxy}-2-phenylethoxy)-3-fluorocyclohexyl methanesulfonate). Yield: 95.5%. Reaction SMILES: [Si:1]([O:8][CH:9]([C:20]1[CH:25]=[CH:24][CH:23]=[CH:22][CH:21]=1)[CH2:10][O:11][CH:12]1[CH2:17][CH2:16][CH:15]([OH:18])[CH2:14][CH:13]1[F:19])([C:4]([CH3:7])([CH3:6])[CH3:5])([CH3:3])[CH3:2].[CH3:26][S:27](Cl)(=[O:29])=[O:28].C(N(C(C)C)CC)(C)C>ClCCl>[CH3:26][S:27]([O:18][CH:15]1[CH2:16][CH2:17][CH:12]([O:11][CH2:10][CH:9]([O:8][Si:1]([C:4]([CH3:7])([CH3:6])[CH3:5])([CH3:3])[CH3:2])[C:20]2[CH:21]=[CH:22][CH:23]=[CH:24][CH:25]=2)[CH:13]([F:19])[CH2:14]1)(=[O:29])=[O:28]. Reported procedure: To a solution of 4-(2-{[tert-Butyl(dimethyl)silyl]oxy}-2-phenylethoxy)-3-fluorocyclohexanol (8.46 g, 22.9 mmol) in dichloromethane (100 mL) at 0° C. was added methanesulfonyl chloride (2.49 mL, 32.1 mmol) and diisopropylethylamine (11.1 mL, 64.1 mmol). The reaction mixture was stirred for 1 min, diluted with dichloromethane and washed with 5% potassium bisulfate. The layers were separated and the aqueous extracted with dichloromethane (3×). The combined organic layers were washed with water and ... Starting materials: [N+](=O)([O-])C1=CC=C(C=CC=O)C=C1 (4-nitrocinnamaldehyde), C(#N)CC(=O)[N-]CC1=CC(=C(C=C1)O)O (N-(cyanoacetyl)3,4-dihydroxybenzylamide). Yields the product OC=1C=C(CNC(=O)\C(\C#N)=C\C=C\C2=CC=C(C=C2)[N+](=O)[O-])C=CC1O ((E,E)-2-(3,4-Dihydroxybenzylaminocarbonyl)-3-(4-nitrostyryl)acrylonitrile). As a reaction SMILES: [N+:1]([C:4]1[CH:13]=[CH:12][C:7]([CH:8]=[CH:9][CH:10]=O)=[CH:6][CH:5]=1)([O-:3])=[O:2].[C:14]([CH2:16][C:17]([N-:19][CH2:20][C:21]1[CH:26]=[CH:25][C:24]([OH:27])=[C:23]([OH:28])[CH:22]=1)=[O:18])#[N:15]>>[OH:28][C:23]1[CH:22]=[C:21]([CH:26]=[CH:25][C:24]=1[OH:27])[CH2:20][NH:19][C:17](/[C:16](=[CH:10]/[CH:9]=[CH:8]/[C:7]1[CH:12]=[CH:13][C:4]([N+:1]([O-:3])=[O:2])=[CH:5][CH:6]=1)/[C:14]#[N:15])=[O:18]. Reported procedure: The compound was prepared as described in Example 3 by adding 4-nitrocinnamaldehyde (0.009 g, 0.05 mmol) to N-(cyanoacetyl)3,4-dihydroxybenzylamide (Example 2, 0.010 g, 0.05 mmol). After refluxing for 2 h and recrystallization from ethanol a yellow solid was obtained (0.007 g, 39%). The product gave the following analytical data: Starting materials: S1C(=CC=C1)CCC(=O)O (3-(2-thienyl)propanoic acid), ON1N=NC2=C1C=CC=C2 (1-hydroxybenzotriazole), C1(CCCCC1)N=C=NC1CCCCC1 (dicyclohexylcarbodiimide), Br.OC=1C=C2CCNCC2=CC1 (1,2,3,4-tetrahydro-6-hydroxyisoquinoline hydrobromide), Cl[Si](C)(C)C (chlorotrimethylsilane). Solvent: C1CCOC1 (THF), C(Cl)Cl (methylene chloride). Reaction conditions: time 4 hour. Product: OC=1C=C2CCN(CC2=CC1)C(CCC=1SC=CC1)=O (1,2,3,4,-Tetrahydro-6-hydroxy-N-3-(2-thienyl)propionylisoquinoline). Isolated yield 63.6%. RXN SMILES: Br.[OH:2][C:3]1[CH:4]=[C:5]2[C:10](=[CH:11][CH:12]=1)[CH2:9][NH:8][CH2:7][CH2:6]2.Cl[Si](C)(C)C.[S:18]1[CH:22]=[CH:21][CH:20]=[C:19]1[CH2:23][CH2:24][C:25](O)=[O:26].ON1C2C=CC=CC=2N=N1.C1(N=C=NC2CCCCC2)CCCCC1>C(Cl)Cl.C1COCC1>[OH:2][C:3]1[CH:4]=[C:5]2[C:10](=[CH:11][CH:12]=1)[CH2:9][N:8]([C:25](=[O:26])[CH2:24][CH2:23][C:19]1[S:18][CH:22]=[CH:21][CH:20]=1)[CH2:7][CH2:6]2 |f:0.1|. Reported procedure: A suspension of 1,2,3,4-tetrahydro-6-hydroxyisoquinoline hydrobromide (5.8g) in methylene chloride (100 mL) at 0° C. was treated with chlorotrimethylsilane (7.4 mL). After 4 hours, the reaction was filtered, washed with cold NaHCO3, brine, dried (MgSO4), filtered and evaporated to provide an oil. To a solution of the above oil in THF (100 mL), was added 3-(2-thienyl)propanoic acid (4.33 g) and 1-hydroxybenzotriazole (6.8 g) followed by the addition of dicyclohexylcarbodiimide (5.2 g). After 12 h... Starting materials: O (Water), Cl.ClC=1C=NN(C1)CCl (4-chloro-1-(chloromethyl)-1H-pyrazole hydrochloride), C(C=C)C(C#N)C#N (allyl malononitrile), C([O-])([O-])=O.[K+].[K+] (potassium carbonate). Solvent: CN(C=O)C (N,N-dimethylformamide). Yields the product C(C=C)C(C#N)(C#N)CN1N=CC(=C1)Cl (allyl [(4-chloro-1H-pyrazole-1-yl)methyl]malononitrile). Isolated yield 72.5%. As a reaction SMILES: Cl.[Cl:2][C:3]1[CH:4]=[N:5][N:6]([CH2:8]Cl)[CH:7]=1.[CH2:10]([CH:13]([C:16]#[N:17])[C:14]#[N:15])[CH:11]=[CH2:12].C(=O)([O-])[O-].[K+].[K+].O>CN(C)C=O>[CH2:10]([C:13]([CH2:8][N:6]1[CH:7]=[C:3]([Cl:2])[CH:4]=[N:5]1)([C:16]#[N:17])[C:14]#[N:15])[CH:11]=[CH2:12] |f:0.1,3.4.5|. Procedure: 1.43 g of 4-chloro-1-(chloromethyl)-1H-pyrazole hydrochloride and 1.01 g of allyl malononitrile were dissolved in 30 ml of N,N-dimethylformamide. 2.76 g of potassium carbonate was added to the solution under ice cooling with stirring, followed by stirring at room temperature for overnight. Water was added to the reaction mixture, and then extracted with MTBE. The organic layer was washed with water, dried over anhydrous magnesium sulfate, filtered, and concentrated under reduced pressure. The re... Procedure: A solution of 3-({5-[5-(4-isobutyl-phenyl)-[1,2,4]oxadiazol-3-yl]-pyrazin-2-ylmethyl}-amino)-cyclobutanecarboxylic acid ethyl ester, 2.0 N NaOH (1.0 mL) and ethanol (3.0 mL) was heated in a sealed vial in a microwave to 150° C. for 10 minutes. The reaction mixture was cooled to room temperature and concentrated in vacuo to afford the title compound (0.047 g, 36% yield over 2 steps) as a white solid. Starting materials: C(C)OC(=O)C1CC(C1)NCC1=NC=C(N=C1)C1=NOC(=N1)C1=CC=C(C=C1)CC(C)C (3-({5-[5-(4-isobutyl-phenyl)-[1,2,4]oxadiazol-3-yl]-pyrazin-2-ylmethyl}-amino)-cyclobutanecarboxylic acid ethyl ester), [OH-].[Na+] (NaOH). The yield is 36.0%. The product is C(C(C)C)C1=CC=C(C=C1)C1=NC(=NO1)C=1N=CC(=NC1)CN[C@H]1C[C@H](C1)C(=O)O (3-({5-[5-(4-Isobutyl-phenyl)-[1,2,4]oxadiazol-3-yl]-pyrazin-2-ylmethyl}-amino)-cis-cyclobutanecarboxylic acid). Run in C(C)O (ethanol). Reaction SMILES: C([O:3][C:4]([CH:6]1[CH2:9][CH:8]([NH:10][CH2:11][C:12]2[CH:17]=[N:16][C:15]([C:18]3[N:22]=[C:21]([C:23]4[CH:28]=[CH:27][C:26]([CH2:29][CH:30]([CH3:32])[CH3:31])=[CH:25][CH:24]=4)[O:20][N:19]=3)=[CH:14][N:13]=2)[CH2:7]1)=[O:5])C.[OH-].[Na+]>C(O)C>[CH2:29]([C:26]1[CH:27]=[CH:28][C:23]([C:21]2[O:20][N:19]=[C:18]([C:15]3[N:16]=[CH:17][C:12]([CH2:11][NH:10][C@@H:8]4[CH2:7][C@H:6]([C:4]([OH:5])=[O:3])[CH2:9]4)=[N:13][CH:14]=3)[N:22]=2)=[CH:24][CH:25]=1)[CH:30]([CH3:32])[CH3:31] |f:1.2|. Reactants: CC(C)=O, CC=C(C)C, [O-][Cl+][O-], O=CCc1cn(-c2cnc(N3CCC(Oc4ccccc4C(F)(F)F)CC3)nc2)nn1, [Na+], [Na+], O, O=P([O-])(O)O. Yields the product O=C(O)Cc1cn(-c2cnc(N3CCC(Oc4ccccc4C(F)(F)F)CC3)nc2)nn1. As a reaction SMILES: [CH3:48][C:49](=[O:50])[CH3:51].[CH3:5][C:6](=[CH:7][CH3:8])[CH3:9].[Cl+:1]([O-:2])[O-:3].[F:16][C:17]([c:18]1[c:19]([O:20][CH:21]2[CH2:22][CH2:23][N:24]([c:27]3[n:28][cH:29][c:30](-[n:33]4[n:34][n:35][c:36]([CH2:38][CH:39]=[O:40])[cH:37]4)[cH:31][n:32]3)[CH2:25][CH2:26]2)[cH:41][cH:42][cH:43][cH:44]1)([F:45])[F:46].[Na+:15].[Na+:4].[OH2:47].[P:10](=[O:11])([O-:12])([OH:13])[OH:14]>>[OH:11][C:39]([CH2:38][c:36]1[n:35][n:34][n:33](-[c:30]2[cH:29][n:28][c:27]([N:24]3[CH2:23][CH2:22][CH:21]([O:20][c:19]4[c:18]([C:17]([F:16])([F:45])[F:46])[cH:44][cH:43][cH:42][cH:41]4)[CH2:26][CH2:25]3)[n:32][cH:31]2)[cH:37]1)=[O:40].